From a dataset of the Open Reaction Database (ORD), a public repository of structured organic reaction records. describe an organic reaction: reactants, conditions, products, and yield The reactants are [Li]CCCC (n-BuLi), C(C)(C)NC(C)C (di-isopropylamine), FC1=CC=C(C=N1)C12CCCN2CCC1 (7a-(6-Fluoro-3-pyridinyl)-hexahydro-1H-pyrrolizine), BrC(C(F)(F)Br)(F)F (1,2-dibromo-1,1,2,2-tetrafluoroethane). Solvent: C1CCOC1 (THF). Reaction conditions: time 10 minute. Yields the product BrC=1C=C(C=NC1F)C12CCCN2CCC1 (7a-(5-bromo-6-fluoro-3-pyridinyl)-hexahydro-1H-pyrrolizine). The yield is 37.4%. Reaction SMILES: [Li]CCCC.C(NC(C)C)(C)C.[F:13][C:14]1[N:19]=[CH:18][C:17]([C:20]23[CH2:27][CH2:26][CH2:25][N:24]2[CH2:23][CH2:22][CH2:21]3)=[CH:16][CH:15]=1.[Br:28]C(F)(F)C(Br)(F)F>C1COCC1>[Br:28][C:15]1[CH:16]=[C:17]([C:20]23[CH2:27][CH2:26][CH2:25][N:24]2[CH2:23][CH2:22][CH2:21]3)[CH:18]=[N:19][C:14]=1[F:13]. Reported procedure: n-BuLi (2.5M in hexanes, 0.252 mL, 0.63 mmol) was added to di-isopropylamine (0.082 mL, 0.63 mmol) in THF and stirred at room temperature for 10 minutes, then cooled to -78° C. 7a-(6-Fluoro-3-pyridinyl)-hexahydro-1H-pyrrolizine (123 mg, 0.60 mmol, from Example 12d) and 1,2-dibromo-1,1,2,2-tetrafluoroethane (0.215 mL, 1.80 mmol) were added. The mixture was slowly warmed to room temperature and stirred overnight. The reaction was quenched with 2N HCl, and the mixture was washed with Et2O. The aque...